Dataset: the Open Reaction Database (ORD), a public repository of structured organic reaction records. Task: describe an organic reaction: reactants, conditions, products, and yield Product: C(=C)(C)C1=C(C=C(C=C1)OC)OC (1-Isopropenyl-2,4-dimethoxybenzene). Conditions: temperature 0 celsius, time 2 hour. RXN SMILES: [CH3:1][O:2][C:3]1[CH:8]=[C:7]([O:9][CH3:10])[CH:6]=[CH:5][C:4]=1[C:11](=O)[CH3:12].[CH2:14]1COCC1.C[Li].Cl>CCOCC>[C:11]([C:4]1[CH:5]=[CH:6][C:7]([O:9][CH3:10])=[CH:8][C:3]=1[O:2][CH3:1])([CH3:12])=[CH2:14]. Solvent: CCOCC (ether), CCOCC (ether). Reported procedure: 10.57 g of 1-(2,4-dimethoxyphenyl)ethanone are dissolved in 100 ml of ether and 50 ml of THF under nitrogen. 55 ml of 1.6M methyllithium in ether are added at −50° C. and the mixture is left stirring for 2 hours between −60° C. and −40° C. and then for 30 minutes between −40° C. and 0° C. and for 3 hours at RT. It is cooled to 0° C. and 70 ml of 2N HCl are added. After separation of the phases by settling, the aqueous phase is extracted with ether and the organic phase is then dried over Na2SO4.... The reactants are C[Li] (methyllithium), Cl (HCl), COC1=C(C=CC(=C1)OC)C(C)=O (1-(2,4-dimethoxyphenyl)ethanone), C1CCOC1 (THF). Reactants: C[N-]C, Cc1ccccc1, C[N-]C, C[N-]C, C[N-]C, [Cl-], [Cl-], [Cl-], [Cl-], [Ti+4], [Ti+4]. The product is C[N-]C, C[N-]C, Cl[Ti+2]Cl. As a reaction SMILES: [CH3:10][N-:11][CH3:12].[CH3:19][c:20]1[cH:21][cH:22][cH:23][cH:24][cH:25]1.[CH3:1][N-:2][CH3:3].[CH3:4][N-:5][CH3:6].[CH3:7][N-:8][CH3:9].[Cl-:14].[Cl-:15].[Cl-:16].[Cl-:17].[Ti+4:13].[Ti+4:18]>>[CH3:1][N-:2][CH3:3].[CH3:4][N-:5][CH3:6].[Ti+2:13]([Cl:14])[Cl:15]. Starting materials: C(C)(C)OC1=CC=C(C=C1)/C=C/CO ((E)-3-(4-isopropoxyphenyl)-2-propenol). Reagents/catalysts: [O-2].[O-2].[Mn+4] (manganese dioxide). Yields the product C(C)(C)OC1=CC=C(C=CC=O)C=C1 (4-isopropoxycinnamaldehyde). Yield: 89.0%. As a reaction SMILES: [CH:1]([O:4][C:5]1[CH:10]=[CH:9][C:8](/[CH:11]=[CH:12]/[CH2:13][OH:14])=[CH:7][CH:6]=1)([CH3:3])[CH3:2]>[O-2].[O-2].[Mn+4]>[CH:1]([O:4][C:5]1[CH:10]=[CH:9][C:8]([CH:11]=[CH:12][CH:13]=[O:14])=[CH:7][CH:6]=1)([CH3:3])[CH3:2] |f:1.2.3|. Reported procedure: According to the same manner as that described in Reference Example 20, (E)-3-(4-isopropoxyphenyl)-2-propenol was oxidized with activated manganese dioxide to give 4-isopropoxycinnamaldehyde as an oil (yield: 89%).